From a dataset of the Open Reaction Database (ORD), a public repository of structured organic reaction records. describe an organic reaction: reactants, conditions, products, and yield The reactants are CCO, [H][H], CCOC(=O)Cc1cn(CC(=O)OCC)c2cccc([N+](=O)[O-])c12. The product is CCOC(=O)Cc1cn(CC(=O)OCC)c2cccc(N)c12. Reaction SMILES: [CH3:27][CH2:28][OH:29].[H:25][H:26].[N+:1]([O-:2])(=[O:3])[c:4]1[c:5]2[c:6]([CH2:19][C:20](=[O:21])[O:22][CH2:23][CH3:24])[cH:7][n:8]([CH2:13][C:14](=[O:15])[O:16][CH2:17][CH3:18])[c:9]2[cH:10][cH:11][cH:12]1>>[NH2:1][c:4]1[c:5]2[c:6]([CH2:19][C:20](=[O:21])[O:22][CH2:23][CH3:24])[cH:7][n:8]([CH2:13][C:14](=[O:15])[O:16][CH2:17][CH3:18])[c:9]2[cH:10][cH:11][cH:12]1. Reactants: [BH3-]C#N, CN(C)c1ccc(C=O)cc1, CO, CC#N, O=C(CNC(=O)c1cccc(C(F)(F)F)c1)NCC1CCNCC1, [Na+], O=C=Nc1ccccc1. The product is CN(C)c1ccc(CN2CCC(CNC(=O)CNC(=O)c3cccc(C(F)(F)F)c3)CC2)cc1. As a reaction SMILES: [C:25]([BH3-:26])#[N:27].[CH3:29][N:30]([c:31]1[cH:32][cH:33][c:34]([CH:35]=[O:36])[cH:37][cH:38]1)[CH3:39].[CH3:49][OH:50].[CH3:51][C:52]#[N:53].[F:1][C:2]([c:3]1[cH:4][c:5]([C:6](=[O:7])[NH:8][CH2:9][C:10](=[O:11])[NH:12][CH2:13][CH:14]2[CH2:15][CH2:16][NH:17][CH2:18][CH2:19]2)[cH:20][cH:21][cH:22]1)([F:23])[F:24].[Na+:28].[O:40]=[C:41]=[N:42][c:43]1[cH:44][cH:45][cH:46][cH:47][cH:48]1>>[F:1][C:2]([c:3]1[cH:4][c:5]([C:6](=[O:7])[NH:8][CH2:9][C:10](=[O:11])[NH:12][CH2:13][CH:14]2[CH2:15][CH2:16][N:17]([CH2:35][c:34]3[cH:33][cH:32][c:31]([N:30]([CH3:29])[CH3:39])[cH:38][cH:37]3)[CH2:18][CH2:19]2)[cH:20][cH:21][cH:22]1)([F:23])[F:24]. Conditions: time 16 hour. Procedure: To a solution of 4-(4-fluoro-phenyl)-2-isopropyl-5,8-dihydro-6H-quinazolin-7-one (0.126 g) in EtOH (3 mL) was added NaBH4 (0.053 g). After 16 h, the mixture was treated with 1 M NaOH (5 mL) and water (10 mL). The mixture was stirred for 30 min then extracted with CH2Cl2. The organic layer was dried and concentrated. Chromatography on SiO2 (10 to 35% EtOAc/hexanes) afforded 0.98 g of the title compound. TLC (SiO2, 50% EtOAc/hexanes): Rf=0.18. MS (ESI): exact mass calcd. for C17H19FN2O, 286.15; m/... Yields the product FC1=CC=C(C=C1)C1=NC(=NC=2CC(CCC12)O)C(C)C (4-(4-Fluoro-phenyl)-2-isopropyl-5,6,7,8-tetrahydro-quinazolin-7-ol). Reaction SMILES: [F:1][C:2]1[CH:7]=[CH:6][C:5]([C:8]2[C:17]3[CH2:16][CH2:15][C:14](=[O:18])[CH2:13][C:12]=3[N:11]=[C:10]([CH:19]([CH3:21])[CH3:20])[N:9]=2)=[CH:4][CH:3]=1.[BH4-].[Na+].[OH-].[Na+].O>CCO>[F:1][C:2]1[CH:3]=[CH:4][C:5]([C:8]2[C:17]3[CH2:16][CH2:15][CH:14]([OH:18])[CH2:13][C:12]=3[N:11]=[C:10]([CH:19]([CH3:21])[CH3:20])[N:9]=2)=[CH:6][CH:7]=1 |f:1.2,3.4|. Solvent: CCO (EtOH). Reactants: FC1=CC=C(C=C1)C1=NC(=NC=2CC(CCC12)=O)C(C)C (4-(4-fluoro-phenyl)-2-isopropyl-5,8-dihydro-6H-quinazolin-7-one), [BH4-].[Na+] (NaBH4), [OH-].[Na+] (NaOH), O (water). Isolated yield 772.3%. Starting materials: [Al+3], [H-], [H-], [H-], [H-], [Li+], [Na+], [Na+], O=S(=O)([O-])[O-], N#Cc1c(N)cccc1Oc1ccccc1, C1CCOC1. Product: NCc1c(N)cccc1Oc1ccccc1. As a reaction SMILES: [Al+3:18].[H-:17].[H-:20].[H-:21].[H-:22].[Li+:19].[Na+:23].[Na+:24].[O-:25][S:26](=[O:27])(=[O:28])[O-:29].[O:1]([c:2]1[cH:3][cH:4][cH:5][cH:6][cH:7]1)[c:8]1[c:9]([C:10]#[N:11])[c:12]([NH2:16])[cH:13][cH:14][cH:15]1.[O:30]1[CH2:31][CH2:32][CH2:33][CH2:34]1>>[O:1]([c:2]1[cH:3][cH:4][cH:5][cH:6][cH:7]1)[c:8]1[c:9]([CH2:10][NH2:11])[c:12]([NH2:16])[cH:13][cH:14][cH:15]1. The reactants are BrC=1C=CC2=C(N(CCO2)C=2SC=3CC(NC(C3N2)=O)(C)C)C1 (2-(6-Bromo-2,3-dihydrobenzo[1,4]oxazin-4-yl)-6,6-dimethyl-6,7-dihydro-[1,3]thiazolo[5,4-d]pyridin-4(5H)-one), N1=CN=CC(=C1)B(O)O (5-pyrimidinylboronic acid), [O-]P(=O)([O-])[O-].[K+].[K+].[K+] (K3PO4), O (water). Reagents/catalysts: C=1C=CC(=CC1)[P](C=2C=CC=CC2)(C=3C=CC=CC3)[Pd]([P](C=4C=CC=CC4)(C=5C=CC=CC5)C=6C=CC=CC6)([P](C=7C=CC=CC7)(C=8C=CC=CC8)C=9C=CC=CC9)[P](C=1C=CC=CC1)(C=1C=CC=CC1)C=1C=CC=CC1 (tetrakis(triphenylphosphine)palladium(0)). Solvent: COCCOC (DME). Yields the product CC1(CC2=C(C(N1)=O)SC(=N2)N2CCOC1=C2C=C(C=C1)C=1C=NC=NC1)C (6,6-Dimethyl-2-[6-(pyrimidin-5-yl)-2,3-dihydrobenzo[1,4]oxazin-4-yl]-6,7-dihydro-[1,3]thiazolo[5,4-c]pyridin-4(5H)-one). Yield: 6.0%. As a reaction SMILES: Br[C:2]1[CH:3]=[CH:4][C:5]2[O:10][CH2:9][CH2:8][N:7]([C:11]3[S:12][C:13]4[CH2:14]C(C)(C)N[C:17](=O)[C:18]=4[N:19]=3)[C:6]=2[CH:23]=1.[N:24]1[CH:29]=[C:28](B(O)O)[CH:27]=[N:26][CH:25]=1.[O-]P([O-])([O-])=O.[K+].[K+].[K+].[OH2:41]>COCCOC.C1C=CC([P]([Pd]([P](C2C=CC=CC=2)(C2C=CC=CC=2)C2C=CC=CC=2)([P](C2C=CC=CC=2)(C2C=CC=CC=2)C2C=CC=CC=2)[P](C2C=CC=CC=2)(C2C=CC=CC=2)C2C=CC=CC=2)(C2C=CC=CC=2)C2C=CC=CC=2)=CC=1>[CH3:5][C:6]1([CH3:23])[NH:7][C:14](=[O:41])[C:13]2[S:12][C:11]([N:7]3[C:6]4[CH:23]=[C:2]([C:28]5[CH:29]=[N:24][CH:25]=[N:26][CH:27]=5)[CH:3]=[CH:4][C:5]=4[O:10][CH2:9][CH2:8]3)=[N:19][C:18]=2[CH2:17]1 |f:2.3.4.5,^1:51,53,72,91|. Procedure: A mixture of Example 39 (0.135 g, 0.34 mmol), 5-pyrimidinylboronic acid (0.084 g, 0.68 mmol), K3PO4 (0.143 g, 0.68 mmol), water (1 mL) and tetrakis(triphenylphosphine)palladium(0) (catalytic) in DME (5 mL) was heated to 120° C. under microwave irradiation for 30 minutes. After cooling to r.t. the reaction mixture was filtered and purified by preparative HPLC (Method 7) to give the title compound (0.008 g, 6%) as a pale yellow solid. δH (CD3OD) 9.12 (1H, s), 9.01 (2H, s), 8.44 (1H, d, J 2.3 Hz), ... The reactants are C1=CCCCC1 (cyclohexene), C(C1=CC=CC=C1)(=O)OC1=C(C=CC=C1)[C@H]1[C@@H]2OC[C@@]([C@]2(O)CC2=CC=CC=C2)(O1)COCC1=CC=CC=C1 (1-benzoyloxy-2-(3,5-O-dibenzyl-2-O,4-C-methylene-β-D-ribofuranosyl)benzene). Reagents/catalysts: [OH-].[Pd+2].[OH-].[C] (palladium hydroxide carbon). The solvent is C(C)O (ethanol). The product is C(C1=CC=CC=C1)(=O)OC1=C(C=CC=C1)[C@H]1[C@@H]2OC[C@@]([C@H]2O)(O1)CO (1-benzoyloxy-2-(2-O,4-C-methylene-β-D-ribofuranosyl)benzene). Yield: 87.6%. Reaction SMILES: C1CCCCC=1.[C:7]([O:15][C:16]1[CH:21]=[CH:20][CH:19]=[CH:18][C:17]=1[C@@H:22]1[O:36][C@:26]2([CH2:37][O:38]CC3C=CC=CC=3)[C@@:27](CC3C=CC=CC=3)([OH:28])[C@H:23]1[O:24][CH2:25]2)(=[O:14])[C:8]1[CH:13]=[CH:12][CH:11]=[CH:10][CH:9]=1>[OH-].[Pd+2].[OH-].[C].C(O)C>[C:7]([O:15][C:16]1[CH:21]=[CH:20][CH:19]=[CH:18][C:17]=1[C@@H:22]1[O:36][C@:26]2([CH2:37][OH:38])[C@@H:27]([OH:28])[C@H:23]1[O:24][CH2:25]2)(=[O:14])[C:8]1[CH:9]=[CH:10][CH:11]=[CH:12][CH:13]=1 |f:2.3.4.5|. Procedure details: In a stream of nitrogen, 20% palladium hydroxide-carbon (53 mg) and cyclohexene (0.52 ml, 5.1 mmols) were added to an anhydrous ethanol (2 ml) solution of the compound (25) (54 mg, 0.10 mmol), and the mixture was heated under reflux for 2 hours. After filtration, the solvent was distilled off under reduced pressure. The resulting crude product was purified by silica gel column chromatography (chloroform:methanol=80:3) to obtain a white powder (26) (30 mg, 85%). Reactants: O[C@@H](CC(=O)SCCNC(CCNC([C@@H](C(COP(OP(OC[C@@H]1[C@H]([C@H]([C@@H](O1)N1C=NC=2C(N)=NC=NC12)O)OP(=O)(O)O)(=O)O)(=O)O)(C)C)O)=O)=O)CCC1=CC=C(C=C1)F ((R)-3-hydroxy-5-(4-fluorophenyl) valeryl CoA), O[C@@H](CC(=O)SCCNC(CCNC([C@@H](C(COP(OP(OC[C@@H]1[C@H]([C@H]([C@@H](O1)N1C=NC=2C(N)=NC=NC12)O)OP(=O)(O)O)(=O)O)(=O)O)(C)C)O)=O)=O)CCOC1=CC=CC=C1 ((R)-3-hydroxy-5-phenoxyvaleryl CoA). Conditions: time 25 minute. Yields the product OC(CC(=O)O)CCOC1=CC=CC=C1 (3-hydroxy-5-phenoxyvaleric acid). Reaction SMILES: [OH:1][C@H](CCC1C=CC(F)=CC=1)CC(SCCNC(=O)CCNC(=O)[C@H](O)C(C)(C)COP(O)(=O)OP(O)(=O)OC[C@H]1O[C@@H](N2C3N=CN=C(N)C=3N=C2)[C@H](O)[C@@H]1OP(O)(O)=O)=O.[OH:63][C@H:64]([CH2:116][CH2:117][O:118][C:119]1[CH:124]=[CH:123][CH:122]=[CH:121][CH:120]=1)[CH2:65][C:66](SCCNC(=O)CCNC(=O)[C@H](O)C(C)(C)COP(O)(=O)OP(O)(=O)OC[C@H]1O[C@@H](N2C3N=CN=C(N)C=3N=C2)[C@H](O)[C@@H]1OP(O)(O)=O)=[O:67]>>[OH:63][CH:64]([CH2:116][CH2:117][O:118][C:119]1[CH:124]=[CH:123][CH:122]=[CH:121][CH:120]=1)[CH2:65][C:66]([OH:67])=[O:1]. Procedure details: Then, (R)-3-hydroxy-5-(4-fluorophenyl) valeryl CoA prepared in Reference Example 3 was added at a final concentration of 5 mM, and was incubated at 37° C. for 25 minutes, followed by adding to this pigment dispersion (R)-3-hydroxy-5-phenoxyvaleryl CoA (prepared by the method described in Eur. J. Biochem., 250, 432-439 (1997) after obtaining 3-hydroxy-5-phenoxyvaleric acid by hydrolyzing 3-hydroxy-5-phenoxyvalerate obtained by Reformatsky reaction with zinc, using as raw materials 3-phenoxypropan... Reactants: Cl (hydrochloric acid), C(C)(=O)NC1=C2CCC(CC2=CC=C1)=O (5-acetylamino-2-tetralone), Cl.S1C(=CC=C1)CCN (2-(2-thienyl)-ethyl-aminehydrochloride), C(#N)[BH3-].[Na+] (sodium cyanoborohydride). The solvent is CO (methanol), O (water). Reaction conditions: time 24 hour. The product is Cl.C(C)(=O)NC1=C2CCC(CC2=CC=C1)NCCC=1SC=CC1 (5-Acetylamino-2-[2-(2-thienyl)-ethyl-amino]-tetralinehydrochloride). Reaction SMILES: [C:1]([NH:4][C:5]1[CH:14]=[CH:13][CH:12]=[C:11]2[C:6]=1[CH2:7][CH2:8][C:9](=O)[CH2:10]2)(=[O:3])[CH3:2].[ClH:16].[S:17]1[CH:21]=[CH:20][CH:19]=[C:18]1[CH2:22][CH2:23][NH2:24].C([BH3-])#N.[Na+].Cl>CO.O>[ClH:16].[C:1]([NH:4][C:5]1[CH:14]=[CH:13][CH:12]=[C:11]2[C:6]=1[CH2:7][CH2:8][CH:9]([NH:24][CH2:23][CH2:22][C:18]1[S:17][CH:21]=[CH:20][CH:19]=1)[CH2:10]2)(=[O:3])[CH3:2] |f:1.2,3.4,8.9|. Reported procedure: 2.03 g of (0.01 mol) of 5-acetylamino-2-tetralone, 3.2 g (0.02 mol) of 2-(2-thienyl)-ethyl-aminehydrochloride and 0.75 g (0.012 mol) of sodium cyanoborohydride are dissolved in 30 ml of methanol and stirred for 24 hours at ambient temperature. The mixture is then acidified by the dropwise addition of conc. hydrochloric acid with stirring and cooling with ice. After 10 minutes, 100 ml of water is added whilst stirring continues and then a total of 4.0 g of anhydrous soda is added in batches. Then... The reactants are C1=CC2=C(C=C1Cl)NC=C2CC(C(=O)O)N (dl-6-chlorotryptophan), C(=O)OC(C)=O (acetic-formic anhydride). Yields the product C(=O)N[C@@H](CC1=CNC2=CC(=CC=C12)Cl)C(=O)O (N-formyl- 6-chlorotryptophan). As a reaction SMILES: [CH:1]1[C:6]([Cl:7])=[CH:5][C:4]2[NH:8][CH:9]=[C:10]([CH2:11][CH:12]([NH2:16])[C:13]([OH:15])=[O:14])[C:3]=2[CH:2]=1.[CH:17](OC(=O)C)=[O:18]>>[CH:17]([NH:16][C@H:12]([C:13]([OH:15])=[O:14])[CH2:11][C:10]1[C:3]2[C:4](=[CH:5][C:6]([Cl:7])=[CH:1][CH:2]=2)[NH:8][CH:9]=1)=[O:18]. Reported procedure: 15 g(628 mM) of dl-6-chlorotryptophan was treated with 15 ml of acetic-formic anhydride. An exothermic reaction ensued, accompanied by solidification of the reaction slurry. Excess solvents were distilled off under vacuum and the resultant solids, after first leaching with dilute acid, were recrystallized from ethyl acetate to yield 12.45 g, 74%, of product, m.p. 181°-3° dec. Reactants: BrC=1C=C(C(=NC1)NCCN1CCCC1)C ((5-bromo-3-methyl-pyridin-2-yl)-(2-pyrrolidin-1-yl-ethyl)-amine), C(#C)[Si](C)(C)C (ethynyl-trimethyl-silane). Run at temperature 50 celsius. Yields the product CC=1C(=NC=C(C1)C#C[Si](C)(C)C)NCCN1CCCC1 ((3-methyl-5-trimethylsilanylethynyl-pyridin-2-yl)-(2-pyrrolidin-1-yl-ethyl)-amine). Reaction SMILES: Br[C:2]1[CH:3]=[C:4]([CH3:16])[C:5]([NH:8][CH2:9][CH2:10][N:11]2[CH2:15][CH2:14][CH2:13][CH2:12]2)=[N:6][CH:7]=1.[C:17]([Si:19]([CH3:22])([CH3:21])[CH3:20])#[CH:18]>>[CH3:16][C:4]1[C:5]([NH:8][CH2:9][CH2:10][N:11]2[CH2:15][CH2:14][CH2:13][CH2:12]2)=[N:6][CH:7]=[C:2]([C:18]#[C:17][Si:19]([CH3:22])([CH3:21])[CH3:20])[CH:3]=1. Procedure: Prepared analogously to Example 15c from 500 mg (1.76 mmol) (5-bromo-3-methyl-pyridin-2-yl)-(2-pyrrolidin-1-yl-ethyl)-amine and 0.29 mL (2.11 mmol) ethynyl-trimethyl-silane, while the reaction mixture is heated to 50° C. for 12 h.